From a dataset of the Open Reaction Database (ORD), a public repository of structured organic reaction records. describe an organic reaction: reactants, conditions, products, and yield The reactants are [H-].[Na+] (NaH), C1(NCC2=CC=CC=C12)=O (2,3-dihydro-isoindol-1-one), ClC(=O)OC1=CC=C(C=C1)[N+](=O)[O-] (p-nitrophenyl chloroformate). Solvent: C1CCOC1 (THF). Conditions: time 1 hour. Yields the product [N+](=O)([O-])C1=CC=C(C=C1)OC(OC1=NCC2=CC=CC=C12)=O (carbonic acid 3H-isoindol-1-yl ester 4-nitro-phenyl ester). Isolated yield 30.0%. As a reaction SMILES: [H-].[Na+].[C:3]1(=[O:12])[C:11]2[C:6](=[CH:7][CH:8]=[CH:9][CH:10]=2)[CH2:5][NH:4]1.Cl[C:14]([O:16][C:17]1[CH:22]=[CH:21][C:20]([N+:23]([O-:25])=[O:24])=[CH:19][CH:18]=1)=[O:15]>C1COCC1>[N+:23]([C:20]1[CH:19]=[CH:18][C:17]([O:16][C:14](=[O:15])[O:12][C:3]2[C:11]3[C:6](=[CH:7][CH:8]=[CH:9][CH:10]=3)[CH2:5][N:4]=2)=[CH:22][CH:21]=1)([O-:25])=[O:24] |f:0.1|. Procedure: To a suspension of NaH (18 mg, 60% dispension in mineral oil, 0.454 mmol) in THF (10 mL), 2,3-dihydro-isoindol-1-one (55 mg, 0.413 mmol) was added. The reaction mixture was stirred at room temperature for 1 hours. The p-nitrophenyl chloroformate (91.5 mg, 0.454 mmol) was added and the reaction mixture was stirred at room temperature for overnight. Solvent was concentrated and the residue was washed with methanol. White solid was collected as pure product carbonic acid 3H-isoindol-1-yl ester 4-ni... Reactants: C(=O)(O)[O-].[Na+] (NaHCO3), C(C)(=O)O[C@@H]1CC2=CC([C@H]3[C@@H]4CC[C@@H]([C@@]4(C)CC[C@@H]3[C@]2(CC1)C)O[Si](C)(C)C(C)(C)C)=O (3β-acetoxy-17β-tert-butyldimethylsilyloxy-androst-5(6)-en-7-one), N1=CC=CC=C1 (pyridine). Reagents/catalysts: FC(S(=O)(=O)O[Si](C)(C)C)(F)F (Trimethylsilyl trifluoromethanesulfonate). Run in C(Cl)Cl (CH2Cl2). Run at time 3 hour. The product is C[Si](OCCO[Si](C)(C)C)(C)C (1,2-bis(trimethylsiloxy)ethane), 7,7-ethylenedioxy-17β-t-butyldimethylsilylyoxy-androst-5-en-3-ol 3-acetate. As a reaction SMILES: C(O[C@H]1CC[C@@]2(C)C(=CC(=O)[C@@H]3[C@@H]2CC[C@@]2(C)[C@H]3CC[C@@H:14]2[O:24][Si:25]([C:28](C)(C)C)([CH3:27])[CH3:26])C1)(=O)C.N1C=CC=CC=1.[C:39]([O-:42])(O)=O.[Na+]>C(Cl)Cl.FC(F)(F)S(O[Si](C)(C)C)(=O)=O>[CH3:26][Si:25]([CH3:28])([CH3:27])[O:24][CH2:14][CH2:39][O:42][Si:25]([CH3:28])([CH3:27])[CH3:26] |f:2.3|. Procedure details: In a manner similar to that described in Tsunoda T., et al., Tet. Lett., 1980, 21(14), 1357-1358, Hwa et al., J. Org. Chem., 1987, 52(2), 188-191. A solution of 3β-acetoxy-17β-t-butyldimethylsilyloxy-androst-5-en-7-one (40.000 g, 86.821 mmol) from Example 16B or otherwise obtained and 1,2-bis(trimethylsiloxy)ethane (23.00 mL, 93.81 mmole) in CH2Cl2 (300 mL) is prepared at −78° C. Trimethylsilyl trifluoromethanesulfonate (0.20 mL, 1.035 mmol) is added under an inert atmosphere, the reaction is st... The reactants are CC(C)(C)OC(=O)Nc1ccc(Nc2nc(-c3ccc4cc(OCc5ccccc5)ccc4c3)cc3ccnn23)cc1, ClCCl, O=C(O)C(F)(F)F. Yields the product Nc1ccc(Nc2nc(-c3ccc4cc(OCc5ccccc5)ccc4c3)cc3ccnn23)cc1. As a reaction SMILES: [C:1]([O:2][C:3](=[O:4])[NH:7][c:8]1[cH:9][cH:10][c:11]([NH:14][c:15]2[n:16][c:17](-[c:24]3[cH:25][c:26]4[cH:27][cH:28][c:29]([O:34][CH2:35][c:36]5[cH:37][cH:38][cH:39][cH:40][cH:41]5)[cH:30][c:31]4[cH:32][cH:33]3)[cH:18][c:19]3[n:20]2[n:21][cH:22][cH:23]3)[cH:12][cH:13]1)([CH3:5])([CH3:6])[CH3:42].[Cl:50][CH2:51][Cl:52].[F:43][C:44]([F:45])([F:46])[C:47]([OH:48])=[O:49]>>[NH2:7][c:8]1[cH:9][cH:10][c:11]([NH:14][c:15]2[n:16][c:17](-[c:24]3[cH:25][c:26]4[cH:27][cH:28][c:29]([O:34][CH2:35][c:36]5[cH:37][cH:38][cH:39][cH:40][cH:41]5)[cH:30][c:31]4[cH:32][cH:33]3)[cH:18][c:19]3[n:20]2[n:21][cH:22][cH:23]3)[cH:12][cH:13]1. The reactants are BrC1OC(=C(C1=O)C1=CC(=CC=C1)C(F)(F)F)N(C)C (2-bromo-3-oxo-4-(3-trifluoromethylphenyl)-5-dimethylamino-2,3-dihydrofuran), C(C)O (ethanol). Reaction conditions: time 1 hour. Product: C(C)OC1OC(=C(C1=O)C1=CC(=CC=C1)C(F)(F)F)N(C)C (2-Ethoxy-3-oxo-4-(3-trifluoromethylphenyl)-5-dimethylamino-2,3-dihydrofuran). Reaction SMILES: Br[CH:2]1[C:6](=[O:7])[C:5]([C:8]2[CH:13]=[CH:12][CH:11]=[C:10]([C:14]([F:17])([F:16])[F:15])[CH:9]=2)=[C:4]([N:18]([CH3:20])[CH3:19])[O:3]1.[CH2:21]([OH:23])[CH3:22]>>[CH2:21]([O:23][CH:2]1[C:6](=[O:7])[C:5]([C:8]2[CH:13]=[CH:12][CH:11]=[C:10]([C:14]([F:17])([F:16])[F:15])[CH:9]=2)=[C:4]([N:18]([CH3:20])[CH3:19])[O:3]1)[CH3:22]. Procedure: In this example, 0.16 g of sodium was added to 10 ml of anhydrous ethanol at room temperature resulting in the formation sodium ethoxide. A solution containing 2.5 g of 2-bromo-3-oxo-4-(3-trifluoromethylphenyl)-5-dimethylamino-2,3-dihydrofuran in 10 ml of ethanol was slowly added and the resulting mixture stirred at room temperature for one hour. The mixture was then evaporated to remove solvent. The residue was dissolved in methylene chloride, washed with water, dried over magnesium sulfate eva... Starting materials: O.NN (hydrazine monohydrate), N([C@@H](CC(C)C)C(=O)N[C@H](CC1=CNC2=CC=CC=C12)C(=O)OC)C(=O)OC(C)(C)C (Boc-Leu-DTrp-OMe), C(=O)=O (dry-ice). Run in CN(C)C=O (DMF). Conditions: time 8 hour. Product: N([C@@H](CC(C)C)C(=O)N[C@H](CC1=CNC2=CC=CC=C12)C(=O)NN)C(=O)OC(C)(C)C (Boc-Leu-DTrp-NHNH2). Reaction SMILES: [NH:1]([C:25]([O:27][C:28]([CH3:31])([CH3:30])[CH3:29])=[O:26])[C@H:2]([C:7]([NH:9][C@@H:10]([C:21]([O:23]C)=O)[CH2:11][C:12]1[C:20]2[C:15](=[CH:16][CH:17]=[CH:18][CH:19]=2)[NH:14][CH:13]=1)=[O:8])[CH2:3][CH:4]([CH3:6])[CH3:5].O.[NH2:33][NH2:34].C(=O)=O>CN(C=O)C>[NH:1]([C:25]([O:27][C:28]([CH3:29])([CH3:30])[CH3:31])=[O:26])[C@H:2]([C:7]([NH:9][C@@H:10]([C:21]([NH:33][NH2:34])=[O:23])[CH2:11][C:12]1[C:20]2[C:15](=[CH:16][CH:17]=[CH:18][CH:19]=2)[NH:14][CH:13]=1)=[O:8])[CH2:3][CH:4]([CH3:6])[CH3:5] |f:1.2|. Procedure: To a solution of the compound obtained in (1) (430 mg) in DMF (10 ml) was added hydrazine monohydrate (1.0 ml) at room temperature and the solution was stirred overnight. To the reaction mixture was added dry-ice and the resulting solution was concentrated to give a residue, which was triturated with water to afford the product (406 mg). FAB-MS(m/e,(C22H33N5O4 +H)+):432 Reactants: N#N (N2), [N+](=O)([O-])C=1C=NN(C1)CC1=CC=C(O1)C(C)=O (1-[5-(4-nitro-pyrazol-1-ylmethyl)-furan-2-yl]-ethanone), C(CO)O (ethylene glycol), CC=1C=CC(=CC1)S(=O)(=O)O (TsOH). Run in C1(=CC=CC=C1)C (toluene), CC(OCC)=O (EA), O (Water). Product: CC1(OCCO1)C1=CC=C(O1)CN1N=CC(=C1)[N+](=O)[O-] (1-[5-(2-Methyl-[1,3]dioxolan-2-yl)-furan-2-ylmethyl]-4-nitro-1H-pyrazole). RXN SMILES: N#N.[N+:3]([C:6]1[CH:7]=[N:8][N:9]([CH2:11][C:12]2[O:16][C:15]([C:17](=[O:19])[CH3:18])=[CH:14][CH:13]=2)[CH:10]=1)([O-:5])=[O:4].[CH2:20](O)[CH2:21][OH:22].CC1C=CC(S(O)(=O)=O)=CC=1>C1(C)C=CC=CC=1.CC(=O)OCC.O>[CH3:18][C:17]1([C:15]2[O:16][C:12]([CH2:11][N:9]3[CH:10]=[C:6]([N+:3]([O-:5])=[O:4])[CH:7]=[N:8]3)=[CH:13][CH:14]=2)[O:22][CH2:21][CH2:20][O:19]1. Reported procedure: In a flame dried round-bottomed flask equipped with a magnetic stir bar and a Dean-Stark apparatus under inert atmosphere (N2), a solution of 1-[5-(4-nitro-pyrazol-1-ylmethyl)-furan-2-yl]-ethanone (3.40 g, 14.46 mmol), ethylene glycol (8.1 mL, 144.84 mmol) and TsOH (28 mg, 0.15 mmol) in toluene (150.0 mL) was heated to reflux for 4 h. The reaction mixture was allowed to cool to rt. Water (200 mL) and EA (40 mL) were added and the aq. phase was extracted with EA (2×80 mL). The combined org. extra...